Dataset: the Open Reaction Database (ORD), a public repository of structured organic reaction records. Task: describe an organic reaction: reactants, conditions, products, and yield The reactants are Cl.Cl.FC=1C=C(C=CC1OCC1=CC=C(C=C1)C(F)(F)F)C1(C(CCCC1)CCN1CCN(CC1)C)O (1-(3-fluoro-4-{[4-(trifluoromethyl)benzyl]oxy}phenyl)-2-(4-methylpiperazin-1-ylethyl]cyclohexanol dihydrochloride), Cl.Cl.FC=1C=C(C=CC1OCC1=CC=C(C=C1)C(F)(F)F)C(CN1CCNCC1)C1(CCCCC1)O (1-[1-(3-fluoro-4-{[4-(trifluoromethyl)benzyl]oxy}phenyl)-2-piperazin-1-ylethyl]cyclohexanol Dihydrochloride). Yields the product Cl.Cl.FC=1C=C(C=CC1OCC1=CC=C(C=C1)C(F)(F)F)C(CN1CCN(CC1)C)C1(CCCCC1)O (1-[1-(3-fluoro-4-{[4-(trifluoromethyl)benzyl]oxy}phenyl)-2-(4-methylpiperazin-1-yl)ethyl]cyclohexanol Dihydrochloride). As a reaction SMILES: [ClH:1].Cl.F[C:4]1C=C(C2(O)CCCCC2CCN2CCN(C)CC2)C=CC=1OCC1C=CC(C(F)(F)F)=CC=1.Cl.Cl.[F:40][C:41]1[CH:42]=[C:43]([CH:59]([C:67]2([OH:73])[CH2:72][CH2:71][CH2:70][CH2:69][CH2:68]2)[CH2:60][N:61]2[CH2:66][CH2:65][NH:64][CH2:63][CH2:62]2)[CH:44]=[CH:45][C:46]=1[O:47][CH2:48][C:49]1[CH:54]=[CH:53][C:52]([C:55]([F:58])([F:57])[F:56])=[CH:51][CH:50]=1>>[ClH:1].[ClH:1].[F:40][C:41]1[CH:42]=[C:43]([CH:59]([C:67]2([OH:73])[CH2:72][CH2:71][CH2:70][CH2:69][CH2:68]2)[CH2:60][N:61]2[CH2:62][CH2:63][N:64]([CH3:4])[CH2:65][CH2:66]2)[CH:44]=[CH:45][C:46]=1[O:47][CH2:48][C:49]1[CH:50]=[CH:51][C:52]([C:55]([F:57])([F:58])[F:56])=[CH:53][CH:54]=1 |f:0.1.2,3.4.5,6.7.8|. Procedure: In an analogous manner to Example 24, 1-{1-(3-fluoro-4-{[4-(trifluoromethyl)benzyl]oxy}phenyl)-2-(4-methylpiperazin-1-ylethyl]cyclohexanol dihydrochloride was prepared from 1-[1-(3-fluoro-4-{[4-(trifluoromethyl)benzyl]oxy}phenyl)-2-piperazin-1-ylethyl]cyclohexanol dihydrochloride (See Example 415). MS (ESI) m/z 495; HRMS: calcd for C27H34F4N2O2+H+, 495.26292; found (ESI, [M+H]+), 495.2659. The reactants are N#Cc1ccc(C(=O)O)nc1, CC1(c2cc(N)ccc2Cl)N=C(N)OCC1(F)F. Product: CC1(c2cc(NC(=O)c3ccc(C#N)cn3)ccc2Cl)N=C(N)OCC1(F)F. As a reaction SMILES: [C:19](#[N:20])[c:21]1[cH:22][cH:23][c:24]([C:27](=[O:28])[OH:29])[n:25][cH:26]1.[NH2:1][c:2]1[cH:3][cH:4][c:5]([Cl:18])[c:6]([C:8]2([CH3:17])[N:9]=[C:10]([NH2:16])[O:11][CH2:12][C:13]2([F:14])[F:15])[cH:7]1>>[NH:1]([c:2]1[cH:3][cH:4][c:5]([Cl:18])[c:6]([C:8]2([CH3:17])[N:9]=[C:10]([NH2:16])[O:11][CH2:12][C:13]2([F:14])[F:15])[cH:7]1)[C:27]([c:24]1[cH:23][cH:22][c:21]([C:19]#[N:20])[cH:26][n:25]1)=[O:28].